Dataset: the Open Reaction Database (ORD), a public repository of structured organic reaction records. Task: describe an organic reaction: reactants, conditions, products, and yield Starting materials: C(C)(=O)NC(C(=O)O)=CC1=CC=CC=C1 (α-acetamido cinnamic acid), C1=CC=CC=C1 (benzene), [H][H] (hydrogen). Reagents/catalysts: F[B-](F)(F)F.[Rh+3].C1(=CC=CC=C1)P(C[C@H](CC1=CC=CC=C1)P(C1=CC=CC=C1)C1=CC=CC=C1)C1=CC=CC=C1.C1=CC=CCCCC1.F[B-](F)(F)F.F[B-](F)(F)F (cyclo-octadiene-((S)-1,2-Bis-(diphenylphosphino)-3-phenyl-propane)-rhodium-tetrafluoroborate). Run in CCO (EtOH), C(C)O (ethanol). The product is C(C)(=O)N([C@H](C)C(=O)O)C1=CC=CC=C1 (N-acetyl-(R)-phenyl-alanine). Yield: 99.0%. Reaction SMILES: [C:1]([NH:4][C:5](=[CH:9]C1C=CC=CC=1)[C:6]([OH:8])=[O:7])(=[O:3])[CH3:2].[CH:16]1[CH:21]=[CH:20][CH:19]=[CH:18][CH:17]=1.[H][H]>F[B-](F)(F)F.[Rh+3].C1(P(C2C=CC=CC=2)C[C@@H](P(C2C=CC=CC=2)C2C=CC=CC=2)CC2C=CC=CC=2)C=CC=CC=1.C1CCCCC=CC=1.F[B-](F)(F)F.F[B-](F)(F)F.CCO>[C:1]([N:4]([C:16]1[CH:21]=[CH:20][CH:19]=[CH:18][CH:17]=1)[C@@H:5]([C:6]([OH:8])=[O:7])[CH3:9])(=[O:3])[CH3:2] |f:3.4.5.6.7.8|. Reported procedure: There were added saturated solution of α-acetamido cinnamic acid in a mixture of 2 parts by volume of ethanol and 1 part by volume of benzene 7.9 mg of the catalyst produced in Example 12. The reaction mixture was sucked into an evacuated 100 ml autoclave and pressurized with 17 bars of hydrogen pressure. After working up in the manner as described in Example 6, there were isolated 4.4 grams of N-acetyl-(R)-phenyl-alanine having a rotary value of [α]D20 =-46.5° (c=1/95% EtOH), corresponding to a... Yields the product C(C1=CC=CC=C1)OC=1C=C2C(CC(OC2=CC1)(C)C)N(S(=O)(=O)C)CC (N-[6-Benzyloxy-2,2-dimethylchroman-4-yl]-N-ethylmethanesulfonamide). Conditions: time 2 hour. Reactants: C(C1=CC=CC=C1)OC=1C=C2C(CC(OC2=CC1)(C)C)NS(=O)(=O)C (6-benzyloxy-4-(methylsulfonyl)amino-2,2-dimethylchroman), [H-].[Na+] (sodium hydride), C(C)I (ethyl iodide). Reported procedure: 7.2 g (20 mmol) of 6-benzyloxy-4-(methylsulfonyl)amino-2,2-dimethylchroman were introduced in portions at 10° C. into a suspension of 0.82 g (27 mmol) of sodium hydride (80 per cent dispersion) in 60 ml of DMA. After stirring at RT for 2 h, 2.2 ml (26.5 mmol) of ethyl iodide were added dropwise, the temperature rising to 32° C. The mixture was then heated to 35-40° C. for 2 h, concentrated in vac., treated with water, the resinous product was taken up EA, the solution was dried and concentrated ... RXN SMILES: [CH2:1]([O:8][C:9]1[CH:10]=[C:11]2[C:16](=[CH:17][CH:18]=1)[O:15][C:14]([CH3:20])([CH3:19])[CH2:13][CH:12]2[NH:21][S:22]([CH3:25])(=[O:24])=[O:23])[C:2]1[CH:7]=[CH:6][CH:5]=[CH:4][CH:3]=1.[H-].[Na+].[CH2:28](I)[CH3:29]>CC(N(C)C)=O>[CH2:1]([O:8][C:9]1[CH:10]=[C:11]2[C:16](=[CH:17][CH:18]=1)[O:15][C:14]([CH3:20])([CH3:19])[CH2:13][CH:12]2[N:21]([CH2:28][CH3:29])[S:22]([CH3:25])(=[O:23])=[O:24])[C:2]1[CH:3]=[CH:4][CH:5]=[CH:6][CH:7]=1 |f:1.2|. Solvent: CC(=O)N(C)C (DMA). The reactants are [H-].[Na+] (Sodium hydride), Cl (HCl), COC(=O)CP(=O)(OC)OC (Trimethyl phosphonoacetate), FC=1C=C(C=CC1C=O)NC(OCC1=CC=CC=C1)=O (benzyl 3-fluoro-4-formylphenylcarbamate). Run in CN(C)C=O (DMF). Conditions: temperature 0 celsius, time 15 minute. The product is C(C1=CC=CC=C1)OC(=O)NC1=CC(=C(C=C1)/C=C/C(=O)OC)F (methyl(2E)-3-(4-{[(benzyloxy)carbonyl]amino}-2-fluorophenyl)acrylate). Yield: 64.1%. Reaction SMILES: [H-].[Na+].[CH3:3][O:4][C:5]([CH2:7]P(OC)(OC)=O)=[O:6].[F:14][C:15]1[CH:16]=[C:17]([NH:23][C:24](=[O:33])[O:25][CH2:26][C:27]2[CH:32]=[CH:31][CH:30]=[CH:29][CH:28]=2)[CH:18]=[CH:19][C:20]=1[CH:21]=O.Cl>CN(C=O)C>[CH2:26]([O:25][C:24]([NH:23][C:17]1[CH:18]=[CH:19][C:20](/[CH:21]=[CH:7]/[C:5]([O:4][CH3:3])=[O:6])=[C:15]([F:14])[CH:16]=1)=[O:33])[C:27]1[CH:32]=[CH:31][CH:30]=[CH:29][CH:28]=1 |f:0.1|. Procedure details: Sodium hydride (0.513 g of a 60% dispersion, 12.8 mmol) was placed in a flask and washed three times with hexane. The resulting solid was suspended in DMF (10 mL) and cooled to 0° C. Trimethyl phosphonoacetate (2.2 mL, 13.5 mmol) was added dropwise to this suspension to give a clear homogeneous solution. After stirring for another 15 minutes at 0° C., a solution of benzyl 3-fluoro-4-formylphenylcarbamate (3.5 g, 12.8 mmol) in DMF (10 mL) was added dropwise. The resulting orange suspension was al... The reactants are NC1=C(C(=O)O)C=C(C(=C1C)C)Br (2-amino-5-bromo-3,4-dimethylbenzoic acid), C([O-])([O-])=O.[Cs+].[Cs+] (cesium carbonate), O (water), CI (methyl iodide). The solvent is CN(C)C=O (DMF). Run at time 30 minute. Product: NC1=C(C(=O)OC)C=C(C(=C1C)C)Br (methyl 2-amino-5-bromo-3,4-dimethylbenzoate). Yield: 72.7%. As a reaction SMILES: [NH2:1][C:2]1[C:10]([CH3:11])=[C:9]([CH3:12])[C:8]([Br:13])=[CH:7][C:3]=1[C:4]([OH:6])=[O:5].[C:14](=O)([O-])[O-].[Cs+].[Cs+].CI.O>CN(C=O)C>[NH2:1][C:2]1[C:10]([CH3:11])=[C:9]([CH3:12])[C:8]([Br:13])=[CH:7][C:3]=1[C:4]([O:6][CH3:14])=[O:5] |f:1.2.3|. Reported procedure: To a solution of 2-amino-5-bromo-3,4-dimethylbenzoic acid (73.9 g) in DMF (750 mL) was added cesium carbonate (148 g), and the mixture was stirred at room temperature for 30 min. To this reaction mixture was added dropwise methyl iodide (22.7 mL) at room temperature, and the mixture was stirred overnight. To the reaction mixture was added water, and the mixture was extracted with ethyl acetate. The organic layer was washed with water and saturated brine, and dried over anhydrous magnesium sulfat... Starting materials: OC1(CCCCC1)C(C1=CC=CC=C1)=O (1-hydroxy-1-benzoylcyclohexane), C(=C)[Si](OC)(OC)OC (vinyltrimethoxysilane), RuH2. Run in C1(=CC=CC=C1)C (toluene). Yields the product OC1(CCCCC1)C(C1=C(C=CC=C1)CC[Si](OC)(OC)OC)=O (1-hydroxy-1-[2-(2-trimethoxysilylethyl)benzoyl]cyclohexane). Yield: 49.4%. RXN SMILES: [OH:1][C:2]1([C:8](=[O:15])[C:9]2[CH:14]=[CH:13][CH:12]=[CH:11][CH:10]=2)[CH2:7][CH2:6][CH2:5][CH2:4][CH2:3]1.[CH:16]([Si:18]([O:23][CH3:24])([O:21][CH3:22])[O:19][CH3:20])=[CH2:17]>C1(C)C=CC=CC=1>[OH:1][C:2]1([C:8](=[O:15])[C:9]2[CH:10]=[CH:11][CH:12]=[CH:13][C:14]=2[CH2:17][CH2:16][Si:18]([O:23][CH3:24])([O:21][CH3:22])[O:19][CH3:20])[CH2:7][CH2:6][CH2:5][CH2:4][CH2:3]1. Procedure: 14.4 g (70 mmol) of 1-hydroxy-1-benzoylcyclohexane, 11.75 ml (77 mmol) of vinyltrimethoxysilane and 1.28 g (1.4 mmol) of RuH2 (CO) (PPh3)3 in 100 ml of anhydrous toluene were stirred at reflux for 4.5 hours. Following concentration and chromatography (silica gel, CH2Cl2 /ethyl acetate), 12.2 g (49%) of a yellowish oil were obtained which was found to be pure by 1H-NMR spectroscopy but which was purified further by bulb-tube distillation (200° C., 0.2 mbar). 1H-NMR (CDCl3):1.01 ppm (2H, mc, Et-H2... Reactants: Cl.FC=1C=C(CN2N=CC(=C2)C2=CN(C3=NC=C(C=C32)C3=CC=C(C=C3)C3CCNCC3)S(=O)(=O)C3=CC=C(C)C=C3)C=CC1 (3-(1-(3-fluorobenzyl)-1H-pyrazol-4-yl)-5-(4-(piperidin-4-yl)phenyl)-1-tosyl-1H-pyrrolo[2,3-b]pyridine hydrochloride), FC=1C=C(CN2N=C(C=C2)C2=CN(C3=NC=C(C=C32)C3=CC(=C(C=C3)C3CCN(CC3)C(=O)OC(C)(C)C)NS(=O)(=O)C)S(=O)(=O)C3=CC=C(C)C=C3)C=C(C1)F (tert-butyl 4-(4-(3-(1-(3,5-difluorobenzyl)-1H-pyrazol-3-yl)-1-tosyl-1H-pyrrolo[2,3-b]pyridin-5-yl)-2-(methylsulfonamido)phenyl)piperidine-1-carboxylate), [OH-].[Li+] (lithium hydroxide). Solvent: C1CCOC1.CO.O (THF methanol water). Yields the product FC=1C=C(CN2N=C(C=C2)C2=CNC3=NC=C(C=C32)C3=CC(=C(C=C3)C3CCN(CC3)C(=O)OC(C)(C)C)NS(=O)(=O)C)C=C(C1)F (tert-butyl 4-(4-(3-(1-(3,5-difluorobenzyl)-1H-pyrazol-3-yl)-1H-pyrrolo[2,3-b]pyridin-5-yl)-2-(methylsulfonamido)phenyl)piperidine-1-carboxylate). Yield: 67.7%. RXN SMILES: Cl.FC1C=C(C=CC=1)CN1C=C(C2C3C(=NC=C(C4C=CC(C5CCNCC5)=CC=4)C=3)N(S(C3C=CC(C)=CC=3)(=O)=O)C=2)C=N1.[F:46][C:47]1[CH:48]=[C:49]([CH:99]=[C:100]([F:102])[CH:101]=1)[CH2:50][N:51]1[CH:55]=[CH:54][C:53]([C:56]2[C:64]3[C:59](=[N:60][CH:61]=[C:62]([C:65]4[CH:70]=[CH:69][C:68]([CH:71]5[CH2:76][CH2:75][N:74]([C:77]([O:79][C:80]([CH3:83])([CH3:82])[CH3:81])=[O:78])[CH2:73][CH2:72]5)=[C:67]([NH:84][S:85]([CH3:88])(=[O:87])=[O:86])[CH:66]=4)[CH:63]=3)[N:58](S(C3C=CC(C)=CC=3)(=O)=O)[CH:57]=2)=[N:52]1.[OH-].[Li+]>C1COCC1.CO.O>[F:46][C:47]1[CH:48]=[C:49]([CH:99]=[C:100]([F:102])[CH:101]=1)[CH2:50][N:51]1[CH:55]=[CH:54][C:53]([C:56]2[C:64]3[C:59](=[N:60][CH:61]=[C:62]([C:65]4[CH:70]=[CH:69][C:68]([CH:71]5[CH2:72][CH2:73][N:74]([C:77]([O:79][C:80]([CH3:83])([CH3:82])[CH3:81])=[O:78])[CH2:75][CH2:76]5)=[C:67]([NH:84][S:85]([CH3:88])(=[O:87])=[O:86])[CH:66]=4)[CH:63]=3)[NH:58][CH:57]=2)=[N:52]1 |f:0.1,3.4,5.6.7|. Reported procedure: Using similar reaction conditions as described in step-iii of example-1, tert-butyl 4-(4-(3-(1-(3,5-difluorobenzyl)-1H-pyrazol-3-yl)-1-tosyl-1H-pyrrolo[2,3-b]pyridin-5-yl)-2-(methylsulfonamido)phenyl)piperidine-1-carboxylate (200 mg, 0.245 mmol) was hydrolyzed by lithium hydroxide (52 mg, 1.225 mmol) in THF/methanol/water (3/5/2 mL) to yield 110 mg (66.6% yield) of the titled compound. MS: m/z=662.8 (M+1)